This data is from the Open Reaction Database (ORD), a public repository of structured organic reaction records. The task is: describe an organic reaction: reactants, conditions, products, and yield The reactants are [Al+3], CCOC(=O)N1CCOC(c2ccccc2)(c2ccccc2)CC1, CCOCC, [H-], [H-], [H-], [H-], [Li+], [Na+], [OH-], O. Product: CN1CCOC(c2ccccc2)(c2ccccc2)CC1. As a reaction SMILES: [Al+3:26].[C:1]([O:2][CH2:3][CH3:4])(=[O:5])[N:6]1[CH2:7][CH2:8][O:9][C:10]([c:13]2[cH:14][cH:15][cH:16][cH:17][cH:18]2)([c:19]2[cH:20][cH:21][cH:22][cH:23][cH:24]2)[CH2:11][CH2:12]1.[CH3:34][CH2:35][O:36][CH2:37][CH3:38].[H-:25].[H-:28].[H-:29].[H-:30].[Li+:27].[Na+:33].[OH-:32].[OH2:31]>>[CH3:1][N:6]1[CH2:7][CH2:8][O:9][C:10]([c:13]2[cH:14][cH:15][cH:16][cH:17][cH:18]2)([c:19]2[cH:20][cH:21][cH:22][cH:23][cH:24]2)[CH2:11][CH2:12]1. Starting materials: O=c1ccccn1C(=S)n1ccccc1=O, ClCCl, Cc1cc(N)nc(C)c1C#N. Product: Cc1cc(N=C=S)nc(C)c1C#N. RXN SMILES: [C:12](=[S:13])([n:14]1[cH:15][cH:16][cH:17][cH:18][c:19]1=[O:20])[n:21]1[cH:22][cH:23][cH:24][cH:25][c:26]1=[O:27].[Cl:28][CH2:29][Cl:30].[NH2:1][c:2]1[n:3][c:4]([CH3:11])[c:5]([C:6]#[N:7])[c:8]([CH3:10])[cH:9]1>>[N:1]([c:2]1[n:3][c:4]([CH3:11])[c:5]([C:6]#[N:7])[c:8]([CH3:10])[cH:9]1)=[C:12]=[S:13]. The reactants are ClC1=C(C=CC=2NC(=NC21)C(F)(F)F)C#N (4-chloro-2-(trifluoromethyl)-1H-benzimidazole-5-carbonitrile), BrCC(=O)OC(C)(C)C (1,1-dimethylethyl bromoacetate). Product: ClC1=C(C=CC=2N(C(=NC21)C(F)(F)F)CC(=O)OC(C)(C)C)C#N (1,1-Dimethylethyl [4-chloro-5-cyano-2-(trifluoromethyl)-1H-benzimidazol-1-yl]acetate). Reaction SMILES: [Cl:1][C:2]1[C:10]2[N:9]=[C:8]([C:11]([F:14])([F:13])[F:12])[NH:7][C:6]=2[CH:5]=[CH:4][C:3]=1[C:15]#[N:16].Br[CH2:18][C:19]([O:21][C:22]([CH3:25])([CH3:24])[CH3:23])=[O:20]>>[Cl:1][C:2]1[C:10]2[N:9]=[C:8]([C:11]([F:12])([F:13])[F:14])[N:7]([CH2:18][C:19]([O:21][C:22]([CH3:25])([CH3:24])[CH3:23])=[O:20])[C:6]=2[CH:5]=[CH:4][C:3]=1[C:15]#[N:16]. Procedure details: Synthesized as described in Example 200A from 4-chloro-2-(trifluoromethyl)-1H-benzimidazole-5-carbonitrile and 1,1-dimethylethyl bromoacetate: MS (APCl) m/z 360 (M+1). Starting materials: FC(C=1C=C(CBr)C=CC1)(F)F (3-Trifluoromethylbenzyl bromide), C1(=CC=C(C=C1)S(=O)[O-])C.[Na+] (sodium p-toluenesulfinate). Solvent: CN(C)C=O (DMF), O (water). Conditions: time 18 hour. Product: CC1=CC=C(C=C1)S(=O)(=O)CC1=CC(=CC=C1)C(F)(F)F (4-Methyl-1-[[[3-(Trifluoromethyl)phenyl]methyl]sulfonyl]benzene). Reaction SMILES: [F:1][C:2]([F:12])([F:11])[C:3]1[CH:4]=[C:5]([CH:8]=[CH:9][CH:10]=1)[CH2:6]Br.[C:13]1([CH3:22])[CH:18]=[CH:17][C:16]([S:19]([O-:21])=[O:20])=[CH:15][CH:14]=1.[Na+]>CN(C=O)C.O>[CH3:22][C:13]1[CH:18]=[CH:17][C:16]([S:19]([CH2:6][C:5]2[CH:8]=[CH:9][CH:10]=[C:3]([C:2]([F:12])([F:11])[F:1])[CH:4]=2)(=[O:21])=[O:20])=[CH:15][CH:14]=1 |f:1.2|. Procedure details: 3-Trifluoromethylbenzyl bromide (50 mmole) and sodium p-toluenesulfinate (65 mmole) were dissolved in 100 mL of dry DMF. The mixture was stirred at about 23° for about 18 hours then diluted with water. The sulfone crystallized from the aqueous mixture and was filtered. The compound was purified by recrystallization (EtOH). Colorless plates, mp 139°-140°: IR (KBr) 2954, 1614, 1598, 1450, 1332, 1312, 1288, 1164, 1142, 1116, 1074 cm-1 ; 1H NMR (CDCl3) δ 2.44 (s, 3H), 4.34 (s, 2H), 7.16 (s, 1H), 7.2... Starting materials: C(C1=CC=CC=C1)(=O)C=1C(=NC=CC1)NC(C(Cl)(Cl)Cl)=O (3-benzoyl-2-trichloroacetylaminopyridine), NC1CCN(CC1)CC1=CC=CC=C1 (4-amino-1-benzylpiperidine). Yields the product N1CCC(CC1)N1C(NC2=C(C1C1=CC=CC=C1)C=CC=N2)=O (3-(piperidin-4-yl)-4-phenyl-2-oxo-1,2,3,4-tetrahydropyrido[2,3-d]pyrimidine). RXN SMILES: [C:1]([C:9]1[C:10]([NH:15][C:16](=[O:21])C(Cl)(Cl)Cl)=[N:11][CH:12]=[CH:13][CH:14]=1)(=O)[C:2]1[CH:7]=[CH:6][CH:5]=[CH:4][CH:3]=1.[NH2:22][CH:23]1[CH2:28][CH2:27][N:26](CC2C=CC=CC=2)[CH2:25][CH2:24]1>>[NH:26]1[CH2:27][CH2:28][CH:23]([N:22]2[CH:1]([C:2]3[CH:7]=[CH:6][CH:5]=[CH:4][CH:3]=3)[C:9]3[CH:14]=[CH:13][CH:12]=[N:11][C:10]=3[NH:15][C:16]2=[O:21])[CH2:24][CH2:25]1. Reported procedure: In similar way as in Preparation Example 89, the title compound was synthesized from 3-benzoyl-2-trichloroacetylaminopyridine and 4-amino-1-benzylpiperidine. Reactants: CN(C)C (trimethylamine), C(/C=C/CCl)Cl (1,4-dichlorobutene-2), CC(=O)C (acetone). Solvent: O (water). The product is [Cl-].ClCC=CC[N+](C)(C)C (4-chloro-2-butenyltrimethylammonium chloride). Isolated yield 96.0%. Reaction SMILES: [CH3:1][N:2]([CH3:4])[CH3:3].[CH2:5]([Cl:10])/[CH:6]=[CH:7]/[CH2:8][Cl:9].CC(C)=O>O>[Cl-:9].[Cl:10][CH2:5][CH:6]=[CH:7][CH2:8][N+:2]([CH3:4])([CH3:3])[CH3:1] |f:4.5|. Procedure: About 60 parts trimethylamine and 125 parts 1,4-dichlorobutene-2 are mixed with 700 parts acetone in a stainless steel pressure reactor. The mixture is allowed to react for 5 hours at a temperature of about 75°C. to about 80°C. Next, 60 parts water are added to the cooled reaction mixture. This mixture yields about 96% 4-chloro-2-butenyltrimethylammonium chloride. Reactants: Cc1ccc(Cl)cc1N1CCN(c2ncnc3c2c(Br)nn3C2CCCCO2)CC1, CC(C)(C)OC(=O)N1CCNCC1, CC(C)(C)[O-], Cc1ccccc1, [Na+], O=C(C=Cc1ccccc1)C=Cc1ccccc1, O=C(C=Cc1ccccc1)C=Cc1ccccc1, O=C(C=Cc1ccccc1)C=Cc1ccccc1, [Pd], [Pd]. The product is Cc1ccc(Cl)cc1N1CCN(c2ncnc3c2c(N2CCN(C(=O)OC(C)(C)C)CC2)nn3C2CCCCO2)CC1. RXN SMILES: [Br:1][c:2]1[n:3][n:4]([CH:25]2[O:26][CH2:27][CH2:28][CH2:29][CH2:30]2)[c:5]2[n:6][cH:7][n:8][c:9]([N:11]3[CH2:12][CH2:13][N:14]([c:17]4[c:18]([CH3:24])[cH:19][cH:20][c:21]([Cl:23])[cH:22]4)[CH2:15][CH2:16]3)[c:10]12.[C:37](=[O:38])([O:39][C:40]([CH3:41])([CH3:42])[CH3:43])[N:44]1[CH2:45][CH2:46][NH:47][CH2:48][CH2:49]1.[CH3:31][C:32]([CH3:33])([O-:34])[CH3:35].[CH3:50][c:51]1[cH:52][cH:53][cH:54][cH:55][cH:56]1.[Na+:36].[O:59]=[C:60]([CH:61]=[CH:62][c:63]1[cH:64][cH:65][cH:66][cH:67][cH:68]1)[CH:69]=[CH:70][c:71]1[cH:72][cH:73][cH:74][cH:75][cH:76]1.[O:77]=[C:78]([CH:79]=[CH:80][c:81]1[cH:82][cH:83][cH:84][cH:85][cH:86]1)[CH:87]=[CH:88][c:89]1[cH:90][cH:91][cH:92][cH:93][cH:94]1.[O:95]=[C:96]([CH:97]=[CH:98][c:99]1[cH:100][cH:101][cH:102][cH:103][cH:104]1)[CH:105]=[CH:106][c:107]1[cH:108][cH:109][cH:110][cH:111][cH:112]1.[Pd:57].[Pd:58]>>[c:2]1([N:47]2[CH2:46][CH2:45][N:44]([C:37](=[O:38])[O:39][C:40]([CH3:41])([CH3:42])[CH3:43])[CH2:49][CH2:48]2)[n:3][n:4]([CH:25]2[O:26][CH2:27][CH2:28][CH2:29][CH2:30]2)[c:5]2[n:6][cH:7][n:8][c:9]([N:11]3[CH2:12][CH2:13][N:14]([c:17]4[c:18]([CH3:24])[cH:19][cH:20][c:21]([Cl:23])[cH:22]4)[CH2:15][CH2:16]3)[c:10]12. Reactants: N[C@@H]1CC[C@H](CC1)NC(=O)C1=CNC2=C1N=CN=C2C2=C(C=C(C(=C2)F)OC)OCC2CC2 (trans-4-(2-cyclopropylmethoxy-5-fluoro-4-methoxy-phenyl)-5H-pyrrolo[3,2-d]pyrimidine-7-carboxylic acid (4-amino-cyclohexyl)-amide), ClC(=O)C1(CC1)OC(C)=O (acetic acid 1-chlorocarbonyl-cyclopropyl ester). The product is OC1(CC1)C(=O)N[C@@H]1CC[C@H](CC1)NC(=O)C1=CNC2=C1N=CN=C2C2=C(C=C(C(=C2)F)OC)OCC2CC2 (trans-4-(2-Cyclopropylmethoxy-5-fluoro-4-methoxy-phenyl)-5H-pyrrolo[3,2-d]pyrimidine-7-carboxylic acid {4-[(1-hydroxy-cyclopropanecarbonyl)-amino]-cyclohexyl}-amide). RXN SMILES: [NH2:1][C@H:2]1[CH2:7][CH2:6][C@H:5]([NH:8][C:9]([C:11]2[C:15]3[N:16]=[CH:17][N:18]=[C:19]([C:20]4[CH:25]=[C:24]([F:26])[C:23]([O:27][CH3:28])=[CH:22][C:21]=4[O:29][CH2:30][CH:31]4[CH2:33][CH2:32]4)[C:14]=3[NH:13][CH:12]=2)=[O:10])[CH2:4][CH2:3]1.Cl[C:35]([C:37]1([O:40]C(=O)C)[CH2:39][CH2:38]1)=[O:36]>>[OH:40][C:37]1([C:35]([NH:1][C@H:2]2[CH2:7][CH2:6][C@H:5]([NH:8][C:9]([C:11]3[C:15]4[N:16]=[CH:17][N:18]=[C:19]([C:20]5[CH:25]=[C:24]([F:26])[C:23]([O:27][CH3:28])=[CH:22][C:21]=5[O:29][CH2:30][CH:31]5[CH2:33][CH2:32]5)[C:14]=4[NH:13][CH:12]=3)=[O:10])[CH2:4][CH2:3]2)=[O:36])[CH2:39][CH2:38]1. Procedure: Starting from trans-4-(2-cyclopropylmethoxy-5-fluoro-4-methoxy-phenyl)-5H-pyrrolo[3,2-d]pyrimidine-7-carboxylic acid (4-amino-cyclohexyl)-amide (example A139) and acetic acid 1-chlorocarbonyl-cyclopropyl ester the title compound is obtained as colorless solid. Product: CC12COCCN1c1nc(Cl)ncc1N(C1CCOCC1)C2=O. Starting materials: CC(C)(C)[O-], CS(C)=O, O=C1C2COCCN2c2nc(Cl)ncc2N1C1CCOCC1, CI, [Na+]. RXN SMILES: [CH3:23][C:24]([CH3:25])([O-:26])[CH3:27].[CH3:31][S:32]([CH3:33])=[O:34].[Cl:1][c:2]1[n:3][c:4]2[c:9]([cH:10][n:11]1)[N:8]([CH:12]1[CH2:13][CH2:14][O:15][CH2:16][CH2:17]1)[C:7](=[O:18])[CH:6]1[N:5]2[CH2:22][CH2:21][O:20][CH2:19]1.[I:29][CH3:30].[Na+:28]>>[Cl:1][c:2]1[n:3][c:4]2[c:9]([cH:10][n:11]1)[N:8]([CH:12]1[CH2:13][CH2:14][O:15][CH2:16][CH2:17]1)[C:7](=[O:18])[C:6]1([CH3:23])[N:5]2[CH2:22][CH2:21][O:20][CH2:19]1.